From a dataset of the Open Reaction Database (ORD), a public repository of structured organic reaction records. describe an organic reaction: reactants, conditions, products, and yield Starting materials: CO, Cl, [Na+], [Na+], O, O=P([O-])([O-])O, CCOC(=O)C1CC(=O)N1c1ccccc1. Yields the product O=C1CC(CO)N1c1ccccc1. As a reaction SMILES: [CH3:17][OH:18].[ClH:19].[Na+:20].[Na+:21].[OH2:27].[OH:22][P:23](=[O:24])([O-:25])[O-:26].[c:1]1([N:7]2[CH:8]([C:12](=[O:13])[O:14][CH2:15][CH3:16])[CH2:9][C:10]2=[O:11])[cH:2][cH:3][cH:4][cH:5][cH:6]1>>[c:1]1([N:7]2[CH:8]([CH2:12][OH:13])[CH2:9][C:10]2=[O:11])[cH:2][cH:3][cH:4][cH:5][cH:6]1.